Dataset: the Open Reaction Database (ORD), a public repository of structured organic reaction records. Task: describe an organic reaction: reactants, conditions, products, and yield Starting materials: Cl, [Na+], C1COCCO1, [OH-], O, Cc1cccc(NC(=O)c2ccc3c(Cl)nnc(Cl)c3c2)c1. The product is Cc1cccc(NC(=O)c2ccc3c(Cl)n[nH]c(=O)c3c2)c1. As a reaction SMILES: [ClH:31].[Na+:24].[O:25]1[CH2:26][CH2:27][O:28][CH2:29][CH2:30]1.[OH-:23].[OH2:32].[c:1]1([CH3:22])[cH:2][c:3]([NH:7][C:8](=[O:9])[c:10]2[cH:11][c:12]3[c:13]([Cl:21])[n:14][n:15][c:16]([Cl:20])[c:17]3[cH:18][cH:19]2)[cH:4][cH:5][cH:6]1>>[c:1]1([CH3:22])[cH:2][c:3]([NH:7][C:8](=[O:9])[c:10]2[cH:11][c:12]3[c:13](=[O:25])[nH:14][n:15][c:16]([Cl:20])[c:17]3[cH:18][cH:19]2)[cH:4][cH:5][cH:6]1. The reactants are O=[Ag], CC(C)(C)OC(=O)C1CNC(=O)N1C(=O)OCc1ccccc1, CCI, CN(C)C=O. Product: CCN1CC(C(=O)OC(C)(C)C)N(C(=O)OCc2ccccc2)C1=O. RXN SMILES: [Ag:27]=[O:28].[CH2:1]([c:2]1[cH:3][cH:4][cH:5][cH:6][cH:7]1)[O:8][C:9](=[O:10])[N:11]1[C:12](=[O:23])[NH:13][CH2:14][CH:15]1[C:16](=[O:17])[O:18][C:19]([CH3:20])([CH3:21])[CH3:22].[CH2:24]([CH3:25])[I:26].[CH3:29][N:30]([CH3:31])[CH:32]=[O:33]>>[CH2:1]([c:2]1[cH:3][cH:4][cH:5][cH:6][cH:7]1)[O:8][C:9](=[O:10])[N:11]1[C:12](=[O:23])[N:13]([CH2:24][CH3:25])[CH2:14][CH:15]1[C:16](=[O:17])[O:18][C:19]([CH3:20])([CH3:21])[CH3:22]. Starting materials: N1CCCC1 (Pyrrolidine), S1C(=CC=C1)C(=O)Cl (2-thiophene carbonyl chloride), O (water). Solvent: C1(=CC=CC=C1)C (toluene). Yields the product S1C(=CC=C1)C(=O)N1CCCC1 (N-(2-Thienylcarbonyl)pyrrolidine). As a reaction SMILES: [NH:1]1[CH2:5][CH2:4][CH2:3][CH2:2]1.[S:6]1[CH:10]=[CH:9][CH:8]=[C:7]1[C:11](Cl)=[O:12].O>C1(C)C=CC=CC=1>[S:6]1[CH:10]=[CH:9][CH:8]=[C:7]1[C:11]([N:1]1[CH2:5][CH2:4][CH2:3][CH2:2]1)=[O:12]. Reported procedure: Pyrrolidine (47 ml) was added to 2-thiophene carbonyl chloride (40 g) in toluene below 10°. After 11/2 hr, water was added. The product was extracted with ethyl acetate, crystallised from toluene and recrystallised from light petroleum (b.p. 60°-80°)/ethyl acetate to give white crystals (40 g) m.p. 66°-68°; TLC silica/ethyl acetate Rf 0.5.